This data is from the Open Reaction Database (ORD), a public repository of structured organic reaction records. The task is: describe an organic reaction: reactants, conditions, products, and yield The reactants are N1=CC=CC=C1 (pyridine), N[C@@H](C(C)C)C(=O)N1[C@H](C(=O)N[C@H](C(O)C=2OC3=C(N2)C=CC=C3)C(C)C)CCC1 (L-valyl-N-[(1S)-2-(2-benzoxazolyl)-1-isopropyl-2-hydroxyethyl]-L-prolinamide), C(C)(C)(C)OC(=O)CN1C(N(C=CC1=O)CC(=O)O)=O (2-(3-tert-butoxycarbonylmethyl-2,4-dioxo-1-pyrimidinyl)acetic acid), Cl.N=C=N (carbodiimide hydrochloride). Run in O (water). Reaction conditions: time 15 hour. Product: C(C)(C)(C)OC(=O)CN1C(N(C=CC1=O)CC(=O)N[C@@H](C(C)C)C(=O)N1[C@H](C(=O)N[C@H](C(O)C=2OC3=C(N2)C=CC=C3)C(C)C)CCC1)=O (2-(3-tert-butoxycarbonylmethyl-2,4-dioxo-1-pyrimidinyl)acetyl-L-valyl-N-[(1S)-2-(2-benzoxazolyl)-1-isopropyl-2-hydroxyethyl]-L-prolinamide). Yield: 91.5%. Reaction SMILES: N1C=CC=CC=1.[NH2:7][C@H:8]([C:12]([N:14]1[CH2:36][CH2:35][CH2:34][C@H:15]1[C:16]([NH:18][C@@H:19]([CH:31]([CH3:33])[CH3:32])[CH:20]([C:22]1[O:23][C:24]2[CH:30]=[CH:29][CH:28]=[CH:27][C:25]=2[N:26]=1)[OH:21])=[O:17])=[O:13])[CH:9]([CH3:11])[CH3:10].[C:37]([O:41][C:42]([CH2:44][N:45]1[C:50](=[O:51])[CH:49]=[CH:48][N:47]([CH2:52][C:53](O)=[O:54])[C:46]1=[O:56])=[O:43])([CH3:40])([CH3:39])[CH3:38].Cl.N=C=N>O>[C:37]([O:41][C:42]([CH2:44][N:45]1[C:50](=[O:51])[CH:49]=[CH:48][N:47]([CH2:52][C:53]([NH:7][C@H:8]([C:12]([N:14]2[CH2:36][CH2:35][CH2:34][C@H:15]2[C:16]([NH:18][C@@H:19]([CH:31]([CH3:32])[CH3:33])[CH:20]([C:22]2[O:23][C:24]3[CH:30]=[CH:29][CH:28]=[CH:27][C:25]=3[N:26]=2)[OH:21])=[O:17])=[O:13])[CH:9]([CH3:11])[CH3:10])=[O:54])[C:46]1=[O:56])=[O:43])([CH3:40])([CH3:38])[CH3:39] |f:3.4|. Reported procedure: To pyridine (20 ml) containing L-valyl-N-[(1S)-2-(2-benzoxazolyl)-1-isopropyl-2-hydroxyethyl]-L-prolinamide (1.0 g) are added 2-(3-tert-butoxycarbonylmethyl-2,4-dioxo-1-pyrimidinyl)acetic acid (0.7 g) obtained in Example 4 and 1-ethyl-3-dimethylaminopropyl)carbodiimide hydrochloride (0.6 g), and the mixture is stirred at room temperature for 15 hours. The reaction solution is poured into water, and the mixture is extracted with ethyl acetate. The extract is washed successively with 1 mol/liter h... Starting materials: C1(=CC=CC=C1)C1(C(NC(N1)=O)=O)C1=CC=CC=C1 (5,5-diphenylhydantoin), BrCC=1C=C(C#N)C=CC1 (3-(bromomethyl)-benzonitrile), CC(C)([O-])C.[K+] (potassium tert.-butoxide). Solvent: CN(C=O)C (dimethylformamide). The product is C(#N)C=1C=C(C=CC1)CN1C(NC(C1=O)(C1=CC=CC=C1)C1=CC=CC=C1)=O (3-[(3-Cyanophenyl)methyl]-4,5-dihydro-5,5-diphenyl-1H-imidazol-2,4(3H)-dione). RXN SMILES: [C:1]1([C:7]2([C:14]3[CH:19]=[CH:18][CH:17]=[CH:16][CH:15]=3)[NH:11][C:10](=[O:12])[NH:9][C:8]2=[O:13])[CH:6]=[CH:5][CH:4]=[CH:3][CH:2]=1.Br[CH2:21][C:22]1[CH:23]=[C:24]([CH:27]=[CH:28][CH:29]=1)[C:25]#[N:26].CC(C)([O-])C.[K+]>CN(C)C=O>[C:25]([C:24]1[CH:23]=[C:22]([CH2:21][N:9]2[C:8](=[O:13])[C:7]([C:1]3[CH:6]=[CH:5][CH:4]=[CH:3][CH:2]=3)([C:14]3[CH:15]=[CH:16][CH:17]=[CH:18][CH:19]=3)[NH:11][C:10]2=[O:12])[CH:29]=[CH:28][CH:27]=1)#[N:26] |f:2.3|. Procedure details: Prepared by reacting 25.5 g (0.101 Mol) of 5,5-diphenylhydantoin with 21.15 g (0.108 Mol) of 3-(bromomethyl)-benzonitrile in the presence of 12.0 g (0.107 Mol) of potassium tert.-butoxide and 200 ml of anhydrous dimethylformamide. After conventional working up 34.0 g (92% of theory) of colourless crystals were obtained, mp. 160°-164° C. The reagents and catalysts are [C].[Pd] (palladium-carbon), [C].[Pd] (palladium-carbon). Product: OC1=C(C(=O)NC2=C(C(=O)OC(C)(C)C)C=CC(=C2)C2=CC=CC=C2)C=CC(=C1)C1=CC=CC=C1 (tert-butyl 2-(2-hydroxy-4-phenylbenzamido)-4-phenylbenzoate). RXN SMILES: C([O:8][C:9]1[CH:36]=[C:35]([C:37]2[CH:42]=[CH:41][CH:40]=[CH:39][CH:38]=2)[CH:34]=[CH:33][C:10]=1[C:11]([NH:13][C:14]1[CH:26]=[C:25]([C:27]2[CH:32]=[CH:31][CH:30]=[CH:29][CH:28]=2)[CH:24]=[CH:23][C:15]=1[C:16]([O:18][C:19]([CH3:22])([CH3:21])[CH3:20])=[O:17])=[O:12])C1C=CC=CC=1>CO.C(Cl)(Cl)Cl.[C].[Pd]>[OH:8][C:9]1[CH:36]=[C:35]([C:37]2[CH:42]=[CH:41][CH:40]=[CH:39][CH:38]=2)[CH:34]=[CH:33][C:10]=1[C:11]([NH:13][C:14]1[CH:26]=[C:25]([C:27]2[CH:32]=[CH:31][CH:30]=[CH:29][CH:28]=2)[CH:24]=[CH:23][C:15]=1[C:16]([O:18][C:19]([CH3:22])([CH3:20])[CH3:21])=[O:17])=[O:12] |f:3.4|. Run in CO (methanol), C(Cl)(Cl)Cl (chloroform). Reported procedure: To a solution mixture of the obtained tert-butyl 2-(2-(benzyloxy)-4-phenylbenzamido)-4-phenylbenzoate (0.11 g) in methanol (4 mL) and chloroform (4 mL), 10% palladium-carbon (40 mg) was added, followed by stirring under a hydrogen atmosphere at room temperature for 5 hours and 30 minutes and then at 35° C. for 1 hour. To the reaction mixture, 10% palladium-carbon (40 mg) was added, followed by stirring under a hydrogen atmosphere at 35° C. for 2 hours. The insoluble substance was removed by filt... Conditions: time 30 minute. Starting materials: C(C1=CC=CC=C1)OC1=C(C(=O)NC2=C(C(=O)OC(C)(C)C)C=CC(=C2)C2=CC=CC=C2)C=CC(=C1)C1=CC=CC=C1 (tert-butyl 2-(2-(benzyloxy)-4-phenylbenzamido)-4-phenylbenzoate). The reactants are FC1C(C=2CC3=CC(=CC=C3C2C(=C1)C)F)=O (2,7-difluor-4-methyl-9H-fluorenone), [N+](=O)(O)[O-] (nitric acid), S(O)(O)(=O)=O (sulfuric acid). Solvent: C(C)(=O)O (acetic acid). Yields the product FC1C(C=2CC3=CC(=CC(=C3C2C(=C1)C)[N+](=O)[O-])F)=O (2,7-difluoro-4-methyl-5-nitro-9H-fluorenone). RXN SMILES: [F:1][CH:2]1[CH:14]=[C:13]([CH3:15])[C:12]2[C:11]3[C:6](=[CH:7][C:8]([F:16])=[CH:9][CH:10]=3)[CH2:5][C:4]=2[C:3]1=[O:17].[N+:18]([O-])([OH:20])=[O:19].S(=O)(=O)(O)O>C(O)(=O)C>[F:1][CH:2]1[CH:14]=[C:13]([CH3:15])[C:12]2[C:11]3[C:6](=[CH:7][C:8]([F:16])=[CH:9][C:10]=3[N+:18]([O-:20])=[O:19])[CH2:5][C:4]=2[C:3]1=[O:17]. Procedure: Treatment of 2,7-difluor-4-methyl-9H-fluorenone in acetic acid with a mixture of nitric acid and sulfuric acid gave 2,7-difluoro-4-methyl-5-nitro-9H-fluorenone as the major product. 5-Amino-2,7-difluoro-4-methyl-9H-fluorenone was obtained by reduction using tin(II)chloride in a mixture of ethanol and aqueous hydrochloric acid. Thermal decomposition in hot xylene of the diazonium tetrafluoroborate, formed with sodium nitrite in aqueous fluorboric acid, provided 2,4,7-tri-fluoro-5-methyl-9H-fluore... Starting materials: OC(=O)C(F)(F)F.NC1=NC=CC2=CC=C(C=C12)C(=O)O (1-aminoisoquinoline-7-carboxylic acid TFA salt), S(=O)(Cl)Cl (thionyl chloride). Solvent: C(C)O (ethanol). Yields the product Cl.NC1=NC=CC2=CC=C(C=C12)C(=O)OCC (Ethyl 1-aminoisoquinoline-7-carboxylate hydrochloride). As a reaction SMILES: O[C:2]([C:4](F)(F)F)=O.[NH2:8][C:9]1[C:18]2[C:13](=[CH:14][CH:15]=[C:16]([C:19]([OH:21])=[O:20])[CH:17]=2)[CH:12]=[CH:11][N:10]=1.S(Cl)([Cl:24])=O>C(O)C>[ClH:24].[NH2:8][C:9]1[C:18]2[C:13](=[CH:14][CH:15]=[C:16]([C:19]([O:21][CH2:2][CH3:4])=[O:20])[CH:17]=2)[CH:12]=[CH:11][N:10]=1 |f:0.1,4.5|. Reported procedure: To a suspension of 1-aminoisoquinoline-7-carboxylic acid TFA salt (6 g, 20 mmol) in anhydrous ethanol (150 mL) was added thionyl chloride (7.7 mL, 10 eq.) slowly at 0° C. and the reaction mixture was then refluxed for 5 hours. The volatiles were removed under vacuo and the resultant solid treated with diethyl ether and filtered to give the title compound as a brown solid. Starting materials: CC1(OC[C@@H](O1)C(=O)OC)C (methyl (R)-(+)-2,2-dimethyl-1,3-dioxolane-4-carboxylate), C(C1=CC=CC=C1)(=O)OCC=O (benzoyloxyacetaldehyde), C1(=CC=C(C=C1)S(=O)(=O)O)C (p-toluenesulfonic acid). Run in C1(=CC=CC=C1)C (toluene). Run at time 1 hour. Yields the product COC(=O)[C@@H]1OC(OC1)COC(C1=CC=CC=C1)=O (Methyl-2-(R,S)-benzoyloxymethyl-1,3-dioxolane-4-(R)-carboxlate). The yield is 81.0%. As a reaction SMILES: C[C:2]1([CH3:11])[O:6][C@@H:5]([C:7]([O:9][CH3:10])=[O:8])[CH2:4][O:3]1.[C:12]([O:20]CC=O)(=[O:19])[C:13]1[CH:18]=[CH:17][CH:16]=[CH:15][CH:14]=1.C1(C)C=CC(S(O)(=O)=O)=CC=1>C1(C)C=CC=CC=1>[CH3:10][O:9][C:7]([C@H:5]1[CH2:4][O:3][CH:2]([CH2:11][O:20][C:12](=[O:19])[C:13]2[CH:18]=[CH:17][CH:16]=[CH:15][CH:14]=2)[O:6]1)=[O:8]. Procedure: To a solution of methyl-α,β-isopropylidene-D-glycerate (II) (Fluka: registry # 52373-72-5), (9.76 g, 60.9 mmol, 1 eq) and benzoyloxyacetaldehyde I (10 g, 60.9 mmol, 1 eq) in toluene (20 mL) at 80° C., p-toluenesulfonic acid (PTSA) (460 mg, 2.4 mmol, 4 mol %) was added. The reaction flask was kept under vacuum for one hour and a distillate was collected (80-85° C.) during this period of time. The residue was then cooled to room temperature (RT) and purified by column chromatography on silica gel,...